From a dataset of the Open Reaction Database (ORD), a public repository of structured organic reaction records. describe an organic reaction: reactants, conditions, products, and yield The reactants are C(=O)(C=1NC=CN1)C=1NC=CN1 (carbonyl diimidazole), Cl.Cl.N[C@H]1C[C@]2([C@H](OCC2)C1)C(=O)NCC1=C(C=CC(=C1)C(F)(F)F)O ((3aS,5S,6aR)-5-amino-N-(2-hydroxy-5-(trifluoromethyl)benzyl)hexahydro-2H-cyclopenta[b]furan-3a-carboxamide dihydrochloride), C1(C=2C(C(=O)O1)=CC=CC2)=O (phthalic anhydride), CCN(C(C)C)C(C)C (DIEA), Cl (HCl). Solvent: C(Cl)(Cl)Cl (chloroform). The product is O=C1N(C(C2=CC=CC=C12)=O)[C@H]1C[C@]2([C@H](OCC2)C1)C(=O)NCC1=C(C=CC(=C1)C(F)(F)F)O ((3aS,5S,6aR)-5-(1,3-dioxoisoindolin-2-yl)-N-(2-hydroxy-5-(trifluoromethyl)benzyl)hexahydro-2H-cyclopenta[b]furan-3a-carboxamide). Reaction SMILES: Cl.Cl.[NH2:3][C@@H:4]1[CH2:11][C@H:7]2[O:8][CH2:9][CH2:10][C@@:6]2([C:12]([NH:14][CH2:15][C:16]2[CH:21]=[C:20]([C:22]([F:25])([F:24])[F:23])[CH:19]=[CH:18][C:17]=2[OH:26])=[O:13])[CH2:5]1.[C:27]1(=O)[O:32][C:30](=[O:31])[C:29]2=[CH:33][CH:34]=[CH:35][CH:36]=[C:28]12.CCN(C(C)C)C(C)C.C(C1NC=CN=1)(C1NC=CN=1)=O.Cl>C(Cl)(Cl)Cl>[O:31]=[C:30]1[C:29]2[C:28](=[CH:36][CH:35]=[CH:34][CH:33]=2)[C:27](=[O:32])[N:3]1[C@@H:4]1[CH2:11][C@H:7]2[O:8][CH2:9][CH2:10][C@@:6]2([C:12]([NH:14][CH2:15][C:16]2[CH:21]=[C:20]([C:22]([F:23])([F:24])[F:25])[CH:19]=[CH:18][C:17]=2[OH:26])=[O:13])[CH2:5]1 |f:0.1.2|. Procedure details: A solution of the product of Step B (8.58 g, 18.74 mmol, 1 eq), phthalic anhydride (5.55 g, 37.5 mmol, 2 eq) and DIEA (11.3 mL, 55.6 mmol, 3.5 eq) in chloroform (150 mL) was heated to 70° C. for 2 hours. The solution was cooled to rt and carbonyl diimidazole (2.24 g 13.82 mmol, 3 eq) was added and the solution heated to 60° C. for 2 hours. The solution was cooled to rt, 1 N HCl was added, the aqueous extracted with DCM, the organics combined, dried over MgSO4 and concentrated. Purification by ch... Starting materials: FC([C@@H](C=1C=NC(=CC1)NN)N1C[C@H](CC1)NC(OC(C)(C)C)=O)(F)F (tert-butyl (S)-1-((R)-2,2,2-trifluoro-1-(6-hydrazinylpyridin-3-yl)ethyl)pyrrolidin-3-ylcarbamate), C(C)(=O)O.C(C)(=O)O.I(=O)C1=CC=CC=C1 (iodosobenzene diacetate), C([O-])(O)=O.[Na+] (sodium bicarbonate), FC=1C=C2C=CC(=NC2=C(C1)OCCCOC)C=O (6-fluoro-8-(3-methoxypropoxy)quinoline-2-carbaldehyde), C(C)O (ethanol). The solvent is C(C)(=O)OCC (Ethyl acetate). Conditions: time 12 hour. Product: FC([C@@H](C=1C=CC=2N(C1)C(=NN2)C2=NC1=C(C=C(C=C1C=C2)F)OCCCOC)N2C[C@H](CC2)NC(OC(C)(C)C)=O)(F)F (tert-butyl (S)-1-((R)-2,2,2-trifluoro-1-(3-(6-fluoro-8-(3-methoxypropoxy)quinolin-2-yl)-[1,2,4]triazolo[4,3-a]pyridin-6-yl)ethyl)pyrrolidin-3-ylcarbamate). Isolated yield 53.9%. Reaction SMILES: [F:1][C:2]([F:26])([F:25])[C@H:3]([N:12]1[CH2:16][CH2:15][C@H:14]([NH:17][C:18](=[O:24])[O:19][C:20]([CH3:23])([CH3:22])[CH3:21])[CH2:13]1)[C:4]1[CH:5]=[N:6][C:7]([NH:10][NH2:11])=[CH:8][CH:9]=1.[F:27][C:28]1[CH:29]=[C:30]2[C:35](=[C:36]([O:38][CH2:39][CH2:40][CH2:41][O:42][CH3:43])[CH:37]=1)[N:34]=[C:33]([CH:44]=O)[CH:32]=[CH:31]2.C(O)C.C(O)(=O)C.C(O)(=O)C.I(C1C=CC=CC=1)=O.C(=O)(O)[O-].[Na+]>C(OCC)(=O)C>[F:26][C:2]([F:25])([F:1])[C@H:3]([N:12]1[CH2:16][CH2:15][C@H:14]([NH:17][C:18](=[O:24])[O:19][C:20]([CH3:22])([CH3:23])[CH3:21])[CH2:13]1)[C:4]1[CH:9]=[CH:8][C:7]2[N:6]([C:44]([C:33]3[CH:32]=[CH:31][C:30]4[C:35](=[C:36]([O:38][CH2:39][CH2:40][CH2:41][O:42][CH3:43])[CH:37]=[C:28]([F:27])[CH:29]=4)[N:34]=3)=[N:11][N:10]=2)[CH:5]=1 |f:3.4.5,6.7|. Reported procedure: A solution of tert-butyl (S)-1-((R)-2,2,2-trifluoro-1-(6-hydrazinylpyridin-3-yl)ethyl)pyrrolidin-3-ylcarbamate (0.15 g, 0.36 mmol) and 6-fluoro-8-(3-methoxypropoxy)quinoline-2-carbaldehyde (0.095 g, 0.36 mmol) in ethanol (1.8 mL, 0.36 mmol) was allowed to stir at ambient temperature for 12 hours. The solvent was removed under reduced pressure. The residue was dissolved in dichloromethane (1.8 mL) and iodosobenzene diacetate (0.13 g, 0.39 mmol) was added. The reaction mixture was stirred at ambie... The reactants are C1(CC1)S(=O)(=O)C1=CC=C(C=C1)C(C[C@@H]1CC2(O[C@@H]([C@H](O2)C2=CC=CC=C2)C2=CC=CC=C2)CC1)C1=CC=C(N1)C=1SC=CN1 (2-(5-{1-[4-(cyclopropylsulfonyl)phenyl]-2-[(2R,3R,7R)-2,3-diphenyl-1,4-dioxaspiro[4.4]non-7-yl]ethyl}-1H-pyrrol-2-yl)-1,3-thiazole), S(O)(O)(=O)=O (sulfuric acid), C(O)([O-])=O.[Na+] (sodium hydrogen carbonate). Solvent: O1CCOCC1 (1,4-dioxane). Run at time 4 hour. Product: C1(CC1)S(=O)(=O)C1=CC=C(C=C1)C(C[C@@H]1CC(CC1)=O)C=1NC(=CC1)C=1SC=CN1 ((3R)-3-{2-[4-(cyclopropylsulfonyl)phenyl]-2-[5-(1,3-thiazol-2-yl)-1H-pyrrol-2-yl]ethyl}cyclopentanone). Isolated yield 43.4%. As a reaction SMILES: [CH:1]1([S:4]([C:7]2[CH:12]=[CH:11][C:10]([CH:13]([C:36]3[NH:40][C:39]([C:41]4[S:42][CH:43]=[CH:44][N:45]=4)=[CH:38][CH:37]=3)[CH2:14][C@H:15]3[CH2:35][CH2:34][C:17]4(O[C@H](C5C=CC=CC=5)[C@@H](C5C=CC=CC=5)[O:18]4)[CH2:16]3)=[CH:9][CH:8]=2)(=[O:6])=[O:5])[CH2:3][CH2:2]1.S(=O)(=O)(O)O.C(=O)([O-])O.[Na+]>O1CCOCC1>[CH:1]1([S:4]([C:7]2[CH:12]=[CH:11][C:10]([CH:13]([C:36]3[NH:40][C:39]([C:41]4[S:42][CH:43]=[CH:44][N:45]=4)=[CH:38][CH:37]=3)[CH2:14][C@H:15]3[CH2:35][CH2:34][C:17](=[O:18])[CH2:16]3)=[CH:9][CH:8]=2)(=[O:6])=[O:5])[CH2:3][CH2:2]1 |f:2.3|. Procedure: To a solution of 2-(5-{1-[4-(cyclopropylsulfonyl)phenyl]-2-[(2R,3R,7R)-2,3-diphenyl-1,4-dioxaspiro[4.4]non-7-yl]ethyl}-1H-pyrrol-2-yl)-1,3-thiazole (0.100 g) in 1,4-dioxane (2 mL) was added 4.5M aqueous sulfuric acid solution (2 mL) at room temperature, and the mixture was stirred at room temperature for 4 hr. To the reaction mixture was added saturated aqueous sodium hydrogen carbonate solution, and the mixture was extracted with ethyl acetate. The extract was washed successively with water and... The reactants are O=C1Nc2ccc(Br)cc2C1=O, CC(=O)O, COC(=O)c1ccc(OCC(=O)NN)cc1. Yields the product COC(=O)c1ccc(OCC(=O)NN=C2C(=O)Nc3ccc(Br)cc32)cc1. As a reaction SMILES: [Br:1][c:2]1[cH:3][c:4]2[c:8]([cH:9][cH:10]1)[NH:7][C:6](=[O:11])[C:5]2=[O:12].[CH3:29][C:30](=[O:31])[OH:32].[NH:13]([NH2:14])[C:15]([CH2:16][O:17][c:18]1[cH:19][cH:20][c:21]([C:22](=[O:23])[O:24][CH3:25])[cH:26][cH:27]1)=[O:28]>>[Br:1][c:2]1[cH:3][c:4]2[c:8]([cH:9][cH:10]1)[NH:7][C:6](=[O:11])[C:5]2=[N:14][NH:13][C:15]([CH2:16][O:17][c:18]1[cH:19][cH:20][c:21]([C:22](=[O:23])[O:24][CH3:25])[cH:26][cH:27]1)=[O:28]. Reactants: CC(C)(C)OC(=O)CBr, O=C([O-])[O-], CC(C)(C)c1ccc(O)cc1Cl, CC(C)=O, [K+], [K+]. Product: CC(C)(C)OC(=O)COc1ccc(C(C)(C)C)c(Cl)c1. Reaction SMILES: [Br:19][CH2:20][C:21](=[O:22])[O:23][C:24]([CH3:25])([CH3:26])[CH3:27].[C:13](=[O:14])([O-:15])[O-:16].[C:1]([CH3:2])([CH3:3])([CH3:4])[c:5]1[c:6]([Cl:12])[cH:7][c:8]([OH:11])[cH:9][cH:10]1.[CH3:28][C:29](=[O:30])[CH3:31].[K+:17].[K+:18]>>[C:1]([CH3:2])([CH3:3])([CH3:4])[c:5]1[c:6]([Cl:12])[cH:7][c:8]([O:11][CH2:20][C:21](=[O:22])[O:23][C:24]([CH3:25])([CH3:26])[CH3:27])[cH:9][cH:10]1.